This data is from the Open Reaction Database (ORD), a public repository of structured organic reaction records. The task is: describe an organic reaction: reactants, conditions, products, and yield Starting materials: CCOCC, CC(C)(C)OC(=O)N1CCC(c2nc(C=O)cs2)CC1, ClCCl, Cl. Product: O=Cc1csc(C2CCNCC2)n1, Cl. Reaction SMILES: [CH3:22][CH2:23][O:24][CH2:25][CH3:26].[CH:1](=[O:2])[c:3]1[n:4][c:5]([CH:8]2[CH2:9][CH2:10][N:11]([C:14]([O:15][C:16]([CH3:17])([CH3:18])[CH3:19])=[O:20])[CH2:12][CH2:13]2)[s:6][cH:7]1.[Cl:27][CH2:28][Cl:29].[ClH:21]>>[CH:1](=[O:2])[c:3]1[n:4][c:5]([CH:8]2[CH2:9][CH2:10][NH:11][CH2:12][CH2:13]2)[s:6][cH:7]1.[ClH:21]. Starting materials: C(C1=CC=CC=C1)N(C[C@@H](C1=CC(=CC=C1)Cl)O[Si](C)(C)C(C)(C)C)CCC1=CC=C(C=C1)Br ((2R)-N-benzyl-N-[2-(4-bromophenyl)-ethyl]-2-[[tert-butyl(dimethyl)silyl]oxy]-2-(3-chlorophenyl)ethanamine), [Si](C)(C)(C(C)(C)C)OC1=CC=C(C=C1)B(O)O (4-[[tert-butyl(dimethyl)silyl]oxy]-phenylboronic acid), C([O-])([O-])=O.[Na+].[Na+] (sodium carbonate). The reagents and catalysts are [Pd].C1(=CC=CC=C1)P(C1=CC=CC=C1)C1=CC=CC=C1.C1(=CC=CC=C1)P(C1=CC=CC=C1)C1=CC=CC=C1.C1(=CC=CC=C1)P(C1=CC=CC=C1)C1=CC=CC=C1.C1(=CC=CC=C1)P(C1=CC=CC=C1)C1=CC=CC=C1 (tetrakis(triphenylphosphine)-palladium). The solvent is COCCOC (1,2-dimethoxyethane), C(C)(=O)OCC (ethyl acetate), O (water). Reaction conditions: temperature 75 celsius, time 10 hour. The product is C(C1=CC=CC=C1)N(C[C@H](O)C1=CC(=CC=C1)Cl)CCC1=CC=C(C=C1)C1=CC=C(C=C1)O (4′-[2-[N-benzyl-N-[(2R)-2-(3-chlorophenyl)-2-hydroxyethyl]amino]ethyl]-1,1′-biphenyl-4-ol). Isolated yield 77.5%. As a reaction SMILES: [CH2:1]([N:8]([CH2:26][CH2:27][C:28]1[CH:33]=[CH:32][C:31](Br)=[CH:30][CH:29]=1)[CH2:9][C@H:10]([O:18][Si](C(C)(C)C)(C)C)[C:11]1[CH:16]=[CH:15][CH:14]=[C:13]([Cl:17])[CH:12]=1)[C:2]1[CH:7]=[CH:6][CH:5]=[CH:4][CH:3]=1.[Si]([O:42][C:43]1[CH:48]=[CH:47][C:46](B(O)O)=[CH:45][CH:44]=1)(C(C)(C)C)(C)C.C(=O)([O-])[O-].[Na+].[Na+]>COCCOC.C(OCC)(=O)C.O.[Pd].C1(P(C2C=CC=CC=2)C2C=CC=CC=2)C=CC=CC=1.C1(P(C2C=CC=CC=2)C2C=CC=CC=2)C=CC=CC=1.C1(P(C2C=CC=CC=2)C2C=CC=CC=2)C=CC=CC=1.C1(P(C2C=CC=CC=2)C2C=CC=CC=2)C=CC=CC=1>[CH2:1]([N:8]([CH2:26][CH2:27][C:28]1[CH:33]=[CH:32][C:31]([C:46]2[CH:45]=[CH:44][C:43]([OH:42])=[CH:48][CH:47]=2)=[CH:30][CH:29]=1)[CH2:9][C@@H:10]([C:11]1[CH:16]=[CH:15][CH:14]=[C:13]([Cl:17])[CH:12]=1)[OH:18])[C:2]1[CH:3]=[CH:4][CH:5]=[CH:6][CH:7]=1 |f:2.3.4,8.9.10.11.12|. Reported procedure: To a solution of (2R)-N-benzyl-N-[2-(4-bromophenyl)-ethyl]-2-[[tert-butyl(dimethyl)silyl]oxy]-2-(3-chlorophenyl)ethanamine (850 mg) in 1,2-dimethoxyethane (9 ml) was added 4-[[tert-butyl(dimethyl)silyl]oxy]-phenylboronic acid (498 mg), tetrakis(triphenylphosphine)-palladium (88 mg) and aqueous solution of sodium carbonate (2M, 1.6 ml), and the mixture was stirred at 75° C. for 10 hours under nitrogen. The mixture was diluted with ethyl acetate and water. The organic layer was separated, washed w... Starting materials: C[Si](C)(Cl)Cl, [Na], O=S(=O)(O)CCO. Yields the product C[Si]1(C)OCCS(=O)(=O)O1. Reaction SMILES: [Cl:1][Si:2]([CH3:3])([CH3:4])[Cl:5].[Na:6].[S:7](=[O:8])(=[O:9])([OH:10])[CH2:11][CH2:12][OH:13]>>[Si:2]1([CH3:3])([CH3:4])[O:10][S:7](=[O:8])(=[O:9])[CH2:11][CH2:12][O:13]1. The yield is 85.1%. Procedure details: Following a procedure similar to that described in Example 61, but using 0.500 g of 3-phenylcinnamic acid and 0.653 g of 1-(3,4,5-trimethoxybenzyl)piperazine, 0.897 g of the title compound was obtained as a powder. Reaction SMILES: [C:1]1([C:7]2[CH:8]=[C:9]([CH:15]=[CH:16][CH:17]=2)[CH:10]=[CH:11][C:12]([OH:14])=O)[CH:6]=[CH:5][CH:4]=[CH:3][CH:2]=1.[CH3:18][O:19][C:20]1[CH:21]=[C:22]([CH:30]=[C:31]([O:35][CH3:36])[C:32]=1[O:33][CH3:34])[CH2:23][N:24]1[CH2:29][CH2:28][NH:27][CH2:26][CH2:25]1>>[C:1]1([C:7]2[CH:8]=[C:9]([CH:15]=[CH:16][CH:17]=2)[CH:10]=[CH:11][C:12]([N:27]2[CH2:26][CH2:25][N:24]([CH2:23][C:22]3[CH:30]=[C:31]([O:35][CH3:36])[C:32]([O:33][CH3:34])=[C:20]([O:19][CH3:18])[CH:21]=3)[CH2:29][CH2:28]2)=[O:14])[CH:2]=[CH:3][CH:4]=[CH:5][CH:6]=1. The product is C1(=CC=CC=C1)C=1C=C(C=CC(=O)N2CCN(CC2)CC2=CC(=C(C(=C2)OC)OC)OC)C=CC1 (1-(3-Phenylcinnamoyl)-4-(3,4,5-trimethoxybenzyl)piperazine). Starting materials: C1(=CC=CC=C1)C=1C=C(C=CC(=O)O)C=CC1 (3-phenylcinnamic acid), COC=1C=C(CN2CCNCC2)C=C(C1OC)OC (1-(3,4,5-trimethoxybenzyl)piperazine).